This data is from the Open Reaction Database (ORD), a public repository of structured organic reaction records. The task is: describe an organic reaction: reactants, conditions, products, and yield Starting materials: NC=1SC(=CN1)SC1=CC=C(C=C1)N (2-amino-5-(4-aminophenylthio)thiazole), C(C)(=O)O (acetic acid). Solvent: C(C)(=O)OC(C)=O (acetic anhydride). Reaction conditions: time 4 hour. Yields the product NC=1SC(=CN1)SC1=CC=C(C=C1)NC(C)=O (2-amino-5-(4-acetylaminophenylthio)thiazole). The yield is 44.2%. RXN SMILES: [NH2:1][C:2]1[S:3][C:4]([S:7][C:8]2[CH:13]=[CH:12][C:11]([NH2:14])=[CH:10][CH:9]=2)=[CH:5][N:6]=1.[C:15](O)(=[O:17])[CH3:16]>C(OC(=O)C)(=O)C>[NH2:1][C:2]1[S:3][C:4]([S:7][C:8]2[CH:13]=[CH:12][C:11]([NH:14][C:15](=[O:17])[CH3:16])=[CH:10][CH:9]=2)=[CH:5][N:6]=1. Reported procedure: A mixture of 2-amino-5-(4-aminophenylthio)thiazole, (4.0 g) in a mixture of acetic acid (40 ml) and acetic anhydride (2.2 g) was stirred at room temperature for 4 hours. The reaction mixture was concentrated under reduced pressure and the residue was triturated with aqueous sodium bicarbonate. The precipitates were collected by filtration, washed with water and dried in vacuo to give solid. The solid was subjected to column chromatography on silica gel (silica gel 60, 70-230 mesh; Merck: 150 g) ... Reactants: product, FC=1C=CC(=C(C(=O)C2=CC=C(C=C2)S(=O)C)C1)C (5-fluoro-2-methyl-4'-methylsulfinylbenzophenone), zinc amalgam, O (water). Solvent: Cl (hydrochloric acid). Conditions: time 2.5 hour. Product: C1(=CC=CC=C1)CC1=CC=CC=C1 (diphenylmethane). As a reaction SMILES: F[C:2]1[CH:3]=[CH:4][C:5](C)=[C:6]([CH:18]=1)[C:7]([C:9]1[CH:14]=[CH:13][C:12](S(C)=O)=[CH:11][CH:10]=1)=O.O>Cl>[C:6]1([CH2:7][C:9]2[CH:10]=[CH:11][CH:12]=[CH:13][CH:14]=2)[CH:18]=[CH:2][CH:3]=[CH:4][CH:5]=1. Procedure: The product from Example 3 A, 5-fluoro-2-methyl-4'-methylsulfinylbenzophenone (0.2 mole), is refluxed in concentrated hydrochloric acid (100 ml.) with zinc amalgam (45 gm.) and water (30 ml.). Hydrogen chloride gas is slowly bubbled in during the reaction. After 2 to 3 hours, the gas supply is stopped and the product steam distilled. The oily distillate is extracted into ether (3 × 300 ml.), washed with water (2 × 50 ml.), dried (MgSO4), filtered and collected by evaporating off the solvent. It ... Yields the product CC(C)(C)OC(=O)Cn1cc(-c2ccc(-c3cnc(N)nc3)cc2F)cn1. Reaction SMILES: [Br:1][c:2]1[cH:3][c:4]([F:21])[c:5](-[c:8]2[cH:9][n:10][n:11]([CH2:13][C:14](=[O:15])[O:16][C:17]([CH3:18])([CH3:19])[CH3:20])[cH:12]2)[cH:6][cH:7]1.[CH2:46]1[O:47][CH2:48][CH2:49][O:50][CH2:51]1.[CH3:22][C:23]1([CH3:24])[C:25]([CH3:26])([CH3:27])[O:28][B:29]([c:30]2[cH:31][n:32][c:33]([NH2:36])[n:34][cH:35]2)[O:37]1.[K+:43].[K+:44].[K+:45].[P:38]([O-:39])([O-:40])([O-:41])=[O:42].[cH:52]1[cH:53][cH:54][c:55]([P:56]([Pd:57]([P:58]([c:59]2[cH:60][cH:61][cH:62][cH:63][cH:64]2)([c:65]2[cH:66][cH:67][cH:68][cH:69][cH:70]2)[c:71]2[cH:72][cH:73][cH:74][cH:75][cH:76]2)([P:77]([c:78]2[cH:79][cH:80][cH:81][cH:82][cH:83]2)([c:84]2[cH:85][cH:86][cH:87][cH:88][cH:89]2)[c:90]2[cH:91][cH:92][cH:93][cH:94][cH:95]2)[P:96]([c:97]2[cH:98][cH:99][cH:100][cH:101][cH:102]2)([c:103]2[cH:104][cH:105][cH:106][cH:107][cH:108]2)[c:109]2[cH:110][cH:111][cH:112][cH:113][cH:114]2)([c:115]2[cH:116][cH:117][cH:118][cH:119][cH:120]2)[c:121]2[cH:122][cH:123][cH:124][cH:125][cH:126]2)[cH:127][cH:128]1>>[c:2]1(-[c:30]2[cH:31][n:32][c:33]([NH2:36])[n:34][cH:35]2)[cH:3][c:4]([F:21])[c:5](-[c:8]2[cH:9][n:10][n:11]([CH2:13][C:14](=[O:15])[O:16][C:17]([CH3:18])([CH3:19])[CH3:20])[cH:12]2)[cH:6][cH:7]1. The reactants are CC(C)(C)OC(=O)Cn1cc(-c2ccc(Br)cc2F)cn1, C1COCCO1, CC1(C)OB(c2cnc(N)nc2)OC1(C)C, [K+], [K+], [K+], O=P([O-])([O-])[O-], c1ccc(P(c2ccccc2)(c2ccccc2)[Pd](P(c2ccccc2)(c2ccccc2)c2ccccc2)(P(c2ccccc2)(c2ccccc2)c2ccccc2)P(c2ccccc2)(c2ccccc2)c2ccccc2)cc1. Starting materials: CCOC(=O)C(C)(C)Oc1ccc(OCCC2CN(Cc3ccc(C)c(C)c3)C(=O)N2)cc1, [H-], CI, [Na+], CN(C)C=O. Yields the product CCOC(=O)C(C)(C)Oc1ccc(OCCC2CN(Cc3ccc(C)c(C)c3)C(=O)N2C)cc1. As a reaction SMILES: [CH2:1]([CH3:2])[O:3][C:4]([C:5]([CH3:6])([CH3:7])[O:8][c:9]1[cH:10][cH:11][c:12]([O:15][CH2:16][CH2:17][CH:18]2[NH:19][C:20](=[O:32])[N:21]([CH2:23][c:24]3[cH:25][c:26]([CH3:31])[c:27]([CH3:30])[cH:28][cH:29]3)[CH2:22]2)[cH:13][cH:14]1)=[O:33].[H-:35].[I:36][CH3:37].[Na+:34].[O:38]=[CH:39][N:40]([CH3:41])[CH3:42]>>[CH2:1]([CH3:2])[O:3][C:4]([C:5]([CH3:6])([CH3:7])[O:8][c:9]1[cH:10][cH:11][c:12]([O:15][CH2:16][CH2:17][CH:18]2[N:19]([CH3:37])[C:20](=[O:32])[N:21]([CH2:23][c:24]3[cH:25][c:26]([CH3:31])[c:27]([CH3:30])[cH:28][cH:29]3)[CH2:22]2)[cH:13][cH:14]1)=[O:33]. The reactants are O=C1NC2=C(CCN1C1CCN(CC1)C(=O)O[C@@H](C(=O)N1CCC(CC1)C1CCN(CC1)CCC(=O)O)CC1=CC(=C(C(=C1)C)O)C)C=CC=C2 ((R)-2-[1′-(2-carboxy-ethyl)-4,4′-bipiperidinyl-1-yl]-1-(4-hydroxy-3,5-dimethyl-benzyl)-2-oxo-ethyl 4-(2-oxo-1,2,4,5-tetrahydro-1,3-benzodiazepin-3-yl)-piperidine-1-carboxylate), OCC(=O)N(C)C (2-hydroxy-N,N-dimethyl-acetamide). Yields the product O=C1NC2=C(CCN1C1CCN(CC1)C(=O)O[C@@H](C(=O)N1CCC(CC1)C1CCN(CC1)CCC(=O)OCC(N(C)C)=O)CC1=CC(=C(C(=C1)C)O)C)C=CC=C2 ((R)-2-[1′-(2-dimethylcarbamoylmethoxycarbonyl-ethyl)-4,4′-bipiperidinyl-1-yl]-1-(4-hydroxy-3,5-dimethyl-benzyl)-2-oxo-ethyl 4-(2-oxo-1,2,4,5-tetrahydro-1,3-benzodiazepin-3-yl)-piperidine-1-carboxylate). As a reaction SMILES: [O:1]=[C:2]1[N:8]([CH:9]2[CH2:14][CH2:13][N:12]([C:15]([O:17][C@H:18]([CH2:38][C:39]3[CH:44]=[C:43]([CH3:45])[C:42]([OH:46])=[C:41]([CH3:47])[CH:40]=3)[C:19]([N:21]3[CH2:26][CH2:25][CH:24]([CH:27]4[CH2:32][CH2:31][N:30]([CH2:33][CH2:34][C:35]([OH:37])=[O:36])[CH2:29][CH2:28]4)[CH2:23][CH2:22]3)=[O:20])=[O:16])[CH2:11][CH2:10]2)[CH2:7][CH2:6][C:5]2[CH:48]=[CH:49][CH:50]=[CH:51][C:4]=2[NH:3]1.O[CH2:53][C:54]([N:56]([CH3:58])[CH3:57])=[O:55]>>[O:1]=[C:2]1[N:8]([CH:9]2[CH2:10][CH2:11][N:12]([C:15]([O:17][C@H:18]([CH2:38][C:39]3[CH:44]=[C:43]([CH3:45])[C:42]([OH:46])=[C:41]([CH3:47])[CH:40]=3)[C:19]([N:21]3[CH2:22][CH2:23][CH:24]([CH:27]4[CH2:32][CH2:31][N:30]([CH2:33][CH2:34][C:35]([O:37][CH2:53][C:54](=[O:55])[N:56]([CH3:58])[CH3:57])=[O:36])[CH2:29][CH2:28]4)[CH2:25][CH2:26]3)=[O:20])=[O:16])[CH2:13][CH2:14]2)[CH2:7][CH2:6][C:5]2[CH:48]=[CH:49][CH:50]=[CH:51][C:4]=2[NH:3]1. Procedure: Prepared analogously to Example 1i from 100 mg (0.14 mmol) (R)-2-[1′-(2-carboxy-ethyl)-4,4′-bipiperidinyl-1-yl]-1-(4-hydroxy-3,5-dimethyl-benzyl)-2-oxo-ethyl 4-(2-oxo-1,2,4,5-tetrahydro-1,3-benzodiazepin-3-yl)-piperidine-1-carboxylate and 16 mg (0.16 mmol) 2-hydroxy-N,N-dimethyl-acetamide. Reactants: FC(OC=1C=CC2=C(N(C(N2)=O)C2CCN(CC2)C(=O)OC(C)(C)C)C1)F (1,1-Dimethylethyl 4-{6-[(difluoromethyl)oxy]-2-oxo-2,3-dihydro-1H-benzimidazol-1-yl}-1-piperidinecarboxylate), Cl (hydrogen chloride). Solvent: CO (methanol), C(C)O (ethanol). Reaction conditions: time 1 hour. Yields the product Cl.FC(OC=1C=CC2=C(N(C(N2)=O)C2CCNCC2)C1)F (6-[(Difluoromethyl)oxy]-1-(4-piperidinyl)-1,3-dihydro-2H-benzimidazol-2-one hydrochloride). As a reaction SMILES: [F:1][CH:2]([F:27])[O:3][C:4]1[CH:5]=[CH:6][C:7]2[NH:11][C:10](=[O:12])[N:9]([CH:13]3[CH2:18][CH2:17][N:16](C(OC(C)(C)C)=O)[CH2:15][CH2:14]3)[C:8]=2[CH:26]=1.[ClH:28]>CO.C(O)C>[ClH:28].[F:27][CH:2]([F:1])[O:3][C:4]1[CH:5]=[CH:6][C:7]2[NH:11][C:10](=[O:12])[N:9]([CH:13]3[CH2:14][CH2:15][NH:16][CH2:17][CH2:18]3)[C:8]=2[CH:26]=1 |f:4.5|. Procedure details: A solution of 1,1-dimethylethyl 4-{6-[(difluoromethyl)oxy]-2-oxo-2,3-dihydro-1H-benzimidazol-1-yl}-1-piperidinecarboxylate (D53, 0.54 g) in methanol (5 ml) was treated with a saturated solution of hydrogen chloride in ethanol (5 ml). The mixture was stirred for 1 hour when the solvent was removed to give the title compound as a white solid (0.45 g). Mass Spectrum 284 M+H+ Reactants: N(=C=O)S(=O)(=O)C1=C(C(=O)OC)C=CC(=C1)OC (Methyl 2-(isocyanatosulfonyl)-4-methoxybenzoate), COC1=NC(=NC(=N1)C)N (4-methoxy-6-methyl-1,3,5-triazin-2-amine). Solvent: ClCCl (dichloromethane), ClCCl (dichloromethane). Reaction conditions: time 8 hour. The product is COC1=CC(=C(C(=O)OC)C=C1)S(=O)(=O)NC(=O)NC1=NC(=NC(=N1)OC)C (Methyl 4-methoxy-2-[[(4-methoxy-6-methyl-1,3,5-triazin-2-yl)aminocarbonyl]aminosulfonyl]benzoate). Yield: 44.8%. As a reaction SMILES: [N:1]([S:4]([C:7]1[CH:16]=[C:15]([O:17][CH3:18])[CH:14]=[CH:13][C:8]=1[C:9]([O:11][CH3:12])=[O:10])(=[O:6])=[O:5])=[C:2]=[O:3].[CH3:19][O:20][C:21]1[N:26]=[C:25]([CH3:27])[N:24]=[C:23]([NH2:28])[N:22]=1>ClCCl>[CH3:18][O:17][C:15]1[CH:14]=[CH:13][C:8]([C:9]([O:11][CH3:12])=[O:10])=[C:7]([S:4]([NH:1][C:2]([NH:28][C:23]2[N:22]=[C:21]([O:20][CH3:19])[N:26]=[C:25]([CH3:27])[N:24]=2)=[O:3])(=[O:6])=[O:5])[CH:16]=1. Procedure: A solution of 119 g of the compound of Example 6 in 100 ml dichloromethane was added over 0.25 hours to a suspension of 57 g of 4-methoxy-6-methyl-1,3,5-triazin-2-amine in 1000 ml dichloromethane. The reaction was heated at reflux for 3 to 4 hours, then stirred overnight at ambient temperature. The reaction mixture was filtered and dried. The crude product was dissolved in 2000 ml boiling dichloromethane, the solution filtered, and the filtrate evaporated in vacuo to give 75 g of the title compo... Reactants: Intermediate 4, ClC=1C(=NC=CN1)NS(=O)(=O)C1=C(C=CC=C1)C(F)(F)F (N-(3-chloropyrazin-2-yl)-2-(trifluoromethyl)benzenesulfonamide), C(=O)(O)C1=CC=C(C=C1)B(O)O (4-carboxybenzene boronic acid). Product: FC(C1=C(C=CC=C1)S(=O)(=O)NC=1C(=NC=CN1)C1=CC=C(C(=O)O)C=C1)(F)F (4-(3-{[(2-trifluoromethylphenyl)sulfonyl]amino}pyrazin-2-yl)benzoic acid). The yield is 80.0%. RXN SMILES: Cl[C:2]1[C:3]([NH:8][S:9]([C:12]2[CH:17]=[CH:16][CH:15]=[CH:14][C:13]=2[C:18]([F:21])([F:20])[F:19])(=[O:11])=[O:10])=[N:4][CH:5]=[CH:6][N:7]=1.[C:22]([C:25]1[CH:30]=[CH:29][C:28](B(O)O)=[CH:27][CH:26]=1)([OH:24])=[O:23]>>[F:19][C:18]([F:21])([F:20])[C:13]1[CH:14]=[CH:15][CH:16]=[CH:17][C:12]=1[S:9]([NH:8][C:3]1[C:2]([C:28]2[CH:29]=[CH:30][C:25]([C:22]([OH:24])=[O:23])=[CH:26][CH:27]=2)=[N:7][CH:6]=[CH:5][N:4]=1)(=[O:11])=[O:10]. Reported procedure: Following the general method as outlined for Intermediate 4, starting from N-(3-chloropyrazin-2-yl)-2-(trifluoromethyl)benzenesulfonamide and 4-carboxybenzene boronic acid, the title compound was isolated, after evaporation and recrystallization, as a yellowish solid in 80% yield (98% purity by HPLC). The reactants are C([O-])(O)=O.[Na+] (sodium bicarbonate), NC1=C(C(=O)NC2=C(C=C(C(=O)N(C3=C(C=C(C=C3)C)OCCCCCC(=O)N3CCN(CC3)C)C)C=C2)OC)C=CC=C1N (4-(2,3-diaminobenzoyl)amino-3-methoxy-N-methyl-N-[4-methyl-2-[5-(4-methylpiperazin-1-yl)carbonylpent-1-yloxy]phenyl]benzamide), C(C)(=O)O (acetic acid), N(=O)[O-].[Na+] (sodium nitrite). The solvent is C(Cl)(Cl)Cl (chloroform), O (water), O (water). The product is N1N=NC2=C1C=CC=C2C(=O)NC2=C(C=C(C(=O)N(C1=C(C=C(C=C1)C)OCCCCCC(=O)N1CCN(CC1)C)C)C=C2)OC (4-(1H-benzotriazol-4-yl)carbonylamino-3-methoxy-N-methyl-N-[4-methyl-2-[5-(4-methylpiperazin-1-yl)carbonylpent-1-yloxy]phenyl]benzamide). Yield: 66.3%. Reaction SMILES: [NH2:1][C:2]1[C:44]([NH2:45])=[CH:43][CH:42]=[CH:41][C:3]=1[C:4]([NH:6][C:7]1[CH:38]=[CH:37][C:10]([C:11]([N:13]([CH3:36])[C:14]2[CH:19]=[CH:18][C:17]([CH3:20])=[CH:16][C:15]=2[O:21][CH2:22][CH2:23][CH2:24][CH2:25][CH2:26][C:27]([N:29]2[CH2:34][CH2:33][N:32]([CH3:35])[CH2:31][CH2:30]2)=[O:28])=[O:12])=[CH:9][C:8]=1[O:39][CH3:40])=[O:5].C(O)(=O)C.[N:50]([O-])=O.[Na+].C(=O)(O)[O-].[Na+]>O.C(Cl)(Cl)Cl>[NH:45]1[C:44]2[CH:43]=[CH:42][CH:41]=[C:3]([C:4]([NH:6][C:7]3[CH:38]=[CH:37][C:10]([C:11]([N:13]([CH3:36])[C:14]4[CH:19]=[CH:18][C:17]([CH3:20])=[CH:16][C:15]=4[O:21][CH2:22][CH2:23][CH2:24][CH2:25][CH2:26][C:27]([N:29]4[CH2:34][CH2:33][N:32]([CH3:35])[CH2:31][CH2:30]4)=[O:28])=[O:12])=[CH:9][C:8]=3[O:39][CH3:40])=[O:5])[C:2]=2[N:1]=[N:50]1 |f:2.3,4.5|. Procedure: To 4-(2,3-diaminobenzoyl)amino-3-methoxy-N-methyl-N-[4-methyl-2-[5-(4-methylpiperazin-1-yl)carbonylpent-1-yloxy]phenyl]benzamide (120 mg) were added acetic acid (47 mg) and water (0.5 ml) and the suspension was stirred at ambient temperature until a clear solution was obtained. After being cooled to 5° C. a cold solution of sodium nitrite (15 mg) in water (0.3 ml) was added all at once to the solution. The reaction mixture as stirred at 5° C. for 5 minutes and then the temperature was raised to ...